Dataset: the Open Reaction Database (ORD), a public repository of structured organic reaction records. Task: describe an organic reaction: reactants, conditions, products, and yield Reactants: O=C([O-])O, Cc1c(N2CCNC(C)C2)c(F)cc2c(=O)c(C(=O)O)cn(C3CC3)c12, O=CO, O=C[O-], [Na+], [Na+], O. Product: Cc1c(N2CCN(C)C(C)C2)c(F)cc2c(=O)c(C(=O)O)cn(C3CC3)c12. RXN SMILES: [C:34](=[O:35])([O-:36])[OH:37].[CH:1]1([n:4]2[cH:5][c:6]([C:24](=[O:25])[OH:26])[c:7](=[O:23])[c:8]3[cH:9][c:10]([F:22])[c:11]([N:15]4[CH2:16][CH:17]([CH3:21])[NH:18][CH2:19][CH2:20]4)[c:12]([CH3:14])[c:13]23)[CH2:2][CH2:3]1.[CH:27]([OH:28])=[O:29].[CH:30]([O-:31])=[O:32].[Na+:33].[Na+:38].[OH2:39]>>[CH:1]1([n:4]2[cH:5][c:6]([C:24](=[O:25])[OH:26])[c:7](=[O:23])[c:8]3[cH:9][c:10]([F:22])[c:11]([N:15]4[CH2:16][CH:17]([CH3:21])[N:18]([CH3:27])[CH2:19][CH2:20]4)[c:12]([CH3:14])[c:13]23)[CH2:2][CH2:3]1.